This data is from the Open Reaction Database (ORD), a public repository of structured organic reaction records. The task is: describe an organic reaction: reactants, conditions, products, and yield The reactants are CC1=C(C(=CC=C1[N+](=O)[O-])C)Br (2,6-Dimethyl-3-nitrobromo benzene). The reagents and catalysts are [Fe] (iron), [Fe] (iron). Run in C(C)(=O)O (acetic acid), C(C)O (ethanol). Product: CC1=C(C(=CC=C1N)C)Br (2,6-Dimethyl-3-aminobromo benzene). Reaction SMILES: [CH3:1][C:2]1[C:7]([N+:8]([O-])=O)=[CH:6][CH:5]=[C:4]([CH3:11])[C:3]=1[Br:12]>C(O)(=O)C.C(O)C.[Fe]>[CH3:1][C:2]1[C:7]([NH2:8])=[CH:6][CH:5]=[C:4]([CH3:11])[C:3]=1[Br:12]. Reported procedure: 2,6-Dimethyl-3-nitrobromo benzene (5.7 g, 0.025 mol) was dissolved in acetic acid (60 mL) and ethanol (60 mL). To this was added iron powder (5.6 g, 0.01 mol) in small portions and after the addition, it was refluxed for 2-3 h under nitrogen. An additional 2.8 g of iron powder was added and again refluxed for another 2 h. The mixture was filtered through celite and concentrated in vacuo. The residue was neutralized with sodium carbonate solution and repeatedly extracted (×3) with boiling ethyl a... Starting materials: O (water), N1C=NC=C1 (imidazole), [Si](C)(C)(C(C)(C)C)Cl (tert-butyldimethylsilyl chloride), C(C1=CC=CC=C1)OCCCCCC1=C2C=3C=CC(=CC3CC[C@]2([C@@H]2CC[C@@H]([C@@]2(C)C1)O)C=O)OC (11-[5-(Benzyloxy)pentyl]-17β-hydroxy-3-methoxyestra-1,3,5(10),9(11)-tetraene-8-carbaldehyde). The solvent is CN(C=O)C (N,N-dimethylformamide). The product is C(C1=CC=CC=C1)OCCCCCC1=C2C=3C=CC(=CC3CC[C@]2([C@@H]2CC[C@@H]([C@@]2(C)C1)O[Si](C)(C)C(C)(C)C)C=O)OC (11-[5-(Benzyloxy)pentyl]-17β-(tert-butyldimethylsilyloxy)-3-methoxyestra-1,3,5(10),9(11)-tetraene-8-carbaldehyde). Isolated yield 93.2%. RXN SMILES: N1C=CN=C1.[Si:6](Cl)([C:9]([CH3:12])([CH3:11])[CH3:10])([CH3:8])[CH3:7].[CH2:14]([O:21][CH2:22][CH2:23][CH2:24][CH2:25][CH2:26][C:27]1[CH2:44][C@@:42]2([CH3:43])[C@@H:38]([CH2:39][CH2:40][C@@H:41]2[OH:45])[C@@:37]2([CH:46]=[O:47])[C:28]=1[C:29]1[CH:30]=[CH:31][C:32]([O:48][CH3:49])=[CH:33][C:34]=1[CH2:35][CH2:36]2)[C:15]1[CH:20]=[CH:19][CH:18]=[CH:17][CH:16]=1.O>CN(C)C=O>[CH2:14]([O:21][CH2:22][CH2:23][CH2:24][CH2:25][CH2:26][C:27]1[CH2:44][C@@:42]2([CH3:43])[C@@H:38]([CH2:39][CH2:40][C@@H:41]2[O:45][Si:6]([C:9]([CH3:12])([CH3:11])[CH3:10])([CH3:8])[CH3:7])[C@@:37]2([CH:46]=[O:47])[C:28]=1[C:29]1[CH:30]=[CH:31][C:32]([O:48][CH3:49])=[CH:33][C:34]=1[CH2:35][CH2:36]2)[C:15]1[CH:16]=[CH:17][CH:18]=[CH:19][CH:20]=1. Procedure: 4.46 g of imidazole and 9.66 g of tert-butyldimethylsilyl chloride are added in succession at 0° C. to a solution of 12.49 g of alcohol 5 in 160 ml of N,N-dimethylformamide and stirred at room temperature until the reaction is completed. For working-up, the aqueous phase is mixed with water and extracted several times with diethyl ether. The combined organic phases are washed with water and saturated sodium chloride solution, dried on magnesium sulfate and concentrated by evaporation. The residu...